Dataset: the Open Reaction Database (ORD), a public repository of structured organic reaction records. Task: describe an organic reaction: reactants, conditions, products, and yield The product is Cc1ccc(S(=O)(=O)N2CC3CC2CN3C)cc1. Reaction SMILES: [CH3:39][NH2:40].[CH3:41][OH:42].[c:1]1([CH3:38])[cH:2][cH:3][c:4]([S:7](=[O:8])(=[O:9])[N:10]2[CH:11]([CH2:26][O:27][S:28]([c:29]3[cH:30][cH:31][c:32]([CH3:33])[cH:34][cH:35]3)(=[O:36])=[O:37])[CH2:12][CH:13]([O:15][S:16]([c:17]3[cH:18][cH:19][c:20]([CH3:21])[cH:22][cH:23]3)(=[O:24])=[O:25])[CH2:14]2)[cH:5][cH:6]1>>[c:1]1([CH3:38])[cH:2][cH:3][c:4]([S:7](=[O:8])(=[O:9])[N:10]2[CH:11]3[CH2:12][CH:13]([CH2:14]2)[N:40]([CH3:39])[CH2:26]3)[cH:5][cH:6]1. Starting materials: CN, CO, Cc1ccc(S(=O)(=O)OCC2CC(OS(=O)(=O)c3ccc(C)cc3)CN2S(=O)(=O)c2ccc(C)cc2)cc1.